This data is from the Open Reaction Database (ORD), a public repository of structured organic reaction records. The task is: describe an organic reaction: reactants, conditions, products, and yield The reactants are O=[N+]([O-])c1cc(Br)ccc1F, CO, [Cl-], [Fe], [NH4+], O. The product is Nc1cc(Br)ccc1F. As a reaction SMILES: [Br:1][c:2]1[cH:3][cH:4][c:5]([F:11])[c:6]([N+:8]([O-:9])=[O:10])[cH:7]1.[CH3:14][OH:15].[Cl-:12].[Fe:16].[NH4+:13].[OH2:17]>>[Br:1][c:2]1[cH:3][cH:4][c:5]([F:11])[c:6]([NH2:8])[cH:7]1. Reactants: CC(=O)c1cc(Br)ccc1OCCBr, C1CCOC1, [H-], [Na+]. Yields the product O=C1CCCOc2ccc(Br)cc21. As a reaction SMILES: [Br:3][c:4]1[cH:5][cH:6][c:7]([O:13][CH2:14][CH2:15][Br:16])[c:8]([C:10]([CH3:11])=[O:12])[cH:9]1.[CH2:17]1[O:18][CH2:19][CH2:20][CH2:21]1.[H-:2].[Na+:1]>>[Br:3][c:4]1[cH:5][cH:6][c:7]2[c:8]([cH:9]1)[C:10](=[O:12])[CH2:11][CH2:15][CH2:14][O:13]2. The reactants are C(C=C)SC=1C(OC(=CC1O)C)=O (3-Allylthio-4-hydroxy-6-methyl-2-pyrone), OO (hydrogen peroxide), ice water. Run in C(C)(=O)O (acetic acid). The product is C(C=C)S(=O)C=1C(OC(=CC1O)C)=O (Allylsulfinyl-4-hydroxy-6-methyl-2-pyrone). RXN SMILES: [CH2:1]([S:4][C:5]1[C:6](=[O:13])[O:7][C:8]([CH3:12])=[CH:9][C:10]=1[OH:11])[CH:2]=[CH2:3].[OH:14]O>C(O)(=O)C>[CH2:1]([S:4]([C:5]1[C:6](=[O:13])[O:7][C:8]([CH3:12])=[CH:9][C:10]=1[OH:11])=[O:14])[CH:2]=[CH2:3]. Reported procedure: 3-Allylthio-4-hydroxy-6-methyl-2-pyrone (5.95 g., 0.0300 mol), 30% hydrogen peroxide (3.85 g., 0.0330 mol), and 40 ml. glacial acetic acid were combined and stirred over night at room temperature. The clear solution was poured into 250 ml. ice water. The aqueous mixture was extracted with clhoroform. The CHCl3 was dried (Na2SO4) and evaporated in vacuo. The recovered pink solid was recrystallized from cyclohexane-benzene to recover 5.0 g. (78 percent) of the desired compound. One additional recr...